Task: describe an organic reaction: reactants, conditions, products, and yield. Dataset: the Open Reaction Database (ORD), a public repository of structured organic reaction records The reactants are BrC1=CC=C(C=C1)C=1C(NC2=CC3=C(C(NC3=CC21)=O)C2=CC=C(C=C2)Br)=O (3,7-Bis-(4-bromo-phenyl)-1H,5H-pyrrolo[2,3-f]indole-2,6-dione), CN(C=O)C (dimethylformamide), C([O-])([O-])=O.[K+].[K+] (potassium carbonate), BrCCCCCCCC (1-bromo-octane). Run in CO (methanol). Run at temperature 90 celsius. The product is BrC1=CC=C(C=C1)C=1C(N(C2=CC3=C(C(N(C3=CC21)CCCCCCCC)=O)C2=CC=C(C=C2)Br)CCCCCCCC)=O (3,7-Bis-(4-bromo-phenyl)-1,5-dioctyl-1H,5H-pyrrolo[2,3-f]indole-2,6-dione). The yield is 73.0%. Reaction SMILES: [Br:1][C:2]1[CH:7]=[CH:6][C:5]([C:8]2C(=O)NC3[C:19]=2[CH:18]=[C:17]2[C:13](=[C:14]([C:21]4[CH:26]=[CH:25][C:24]([Br:27])=[CH:23][CH:22]=4)[C:15](=[O:20])[NH:16]2)[CH:12]=3)=[CH:4][CH:3]=1.[CH3:29][N:30]([CH3:33])[CH:31]=[O:32].C(=O)([O-])[O-].[K+].[K+].Br[CH2:41][CH2:42][CH2:43][CH2:44][CH2:45][CH2:46][CH2:47][CH3:48]>CO>[Br:1][C:2]1[CH:7]=[CH:6][C:5]([C:8]2[C:31](=[O:32])[N:30]([CH2:33][CH2:6][CH2:7][CH2:2][CH2:3][CH2:4][CH2:5][CH3:8])[C:29]3[C:19]=2[CH:18]=[C:17]2[C:13](=[C:14]([C:21]4[CH:26]=[CH:25][C:24]([Br:27])=[CH:23][CH:22]=4)[C:15](=[O:20])[N:16]2[CH2:41][CH2:42][CH2:43][CH2:44][CH2:45][CH2:46][CH2:47][CH3:48])[CH:12]=3)=[CH:4][CH:3]=1 |f:2.3.4|. Procedure: 3,7-Bis-(4-bromo-phenyl)-1H,5H-pyrrolo[2,3-f]indole-2,6-dione (1.250 g, 2.519 mmol) (1.3) is dissolved into anhydrous dimethylformamide (50 cm3) and then potassium carbonate (3.482 g, 25.19 mmol) and 1-bromo-octane (1.1 cm3, 6.3 mmol) is added. The resulting mixture is heated to 90° C. for 21 hours before being cooled down, poured into methanol (500 cm3) and filtered to recover the pure product (1.320 g, Yield: 73%). NMR (1H, 300 MHz, CDCl3): δ 7.64 (d, J=8.7 Hz, 4H); 7.57 (d, J=8.7 Hz, 4H); 6.2... Reactants: O=C(CNc1noc2ccc(C(F)(F)F)cc12)NC1CNC1, O=C1CCC(O)(c2nccs2)CC1. The product is O=C(CNc1noc2ccc(C(F)(F)F)cc12)NC1CN(C2CCC(O)(c3nccs3)CC2)C1. RXN SMILES: [NH:1]1[CH2:2][CH:3]([NH:5][C:6]([CH2:7][NH:8][c:9]2[n:10][o:11][c:12]3[c:13]2[cH:14][c:15]([C:18]([F:19])([F:20])[F:21])[cH:16][cH:17]3)=[O:22])[CH2:4]1.[OH:23][C:24]1([c:31]2[s:32][cH:33][cH:34][n:35]2)[CH2:25][CH2:26][C:27](=[O:30])[CH2:28][CH2:29]1>>[N:1]1([CH:27]2[CH2:26][CH2:25][C:24]([OH:23])([c:31]3[s:32][cH:33][cH:34][n:35]3)[CH2:29][CH2:28]2)[CH2:2][CH:3]([NH:5][C:6]([CH2:7][NH:8][c:9]2[n:10][o:11][c:12]3[c:13]2[cH:14][c:15]([C:18]([F:19])([F:20])[F:21])[cH:16][cH:17]3)=[O:22])[CH2:4]1.